Dataset: the Open Reaction Database (ORD), a public repository of structured organic reaction records. Task: describe an organic reaction: reactants, conditions, products, and yield Reactants: CO, CC(C)(C)OC(=O)N1CCCC(C(OCCN=[N+]=[N-])c2cccc(F)c2)C1. The product is CC(C)(C)OC(=O)N1CCCC(C(OCCN)c2cccc(F)c2)C1. Reaction SMILES: [CH3:28][OH:29].[N:1](=[N+:2]=[N-:3])[CH2:4][CH2:5][O:6][CH:7]([CH:8]1[CH2:9][N:10]([C:14](=[O:15])[O:16][C:17]([CH3:18])([CH3:19])[CH3:20])[CH2:11][CH2:12][CH2:13]1)[c:21]1[cH:22][c:23]([F:27])[cH:24][cH:25][cH:26]1>>[NH2:1][CH2:4][CH2:5][O:6][CH:7]([CH:8]1[CH2:9][N:10]([C:14](=[O:15])[O:16][C:17]([CH3:18])([CH3:19])[CH3:20])[CH2:11][CH2:12][CH2:13]1)[c:21]1[cH:22][c:23]([F:27])[cH:24][cH:25][cH:26]1.